From a dataset of the Open Reaction Database (ORD), a public repository of structured organic reaction records. describe an organic reaction: reactants, conditions, products, and yield Starting materials: COC(=O)C(C)(O)C(F)(F)F, NN, O. Product: CC(O)(C(=O)NN)C(F)(F)F. As a reaction SMILES: [CH3:1][O:2][C:3]([C:4]([C:5]([F:6])([F:7])[F:8])([CH3:9])[OH:10])=[O:11].[NH2:13][NH2:14].[OH2:12]>>[O:2]=[C:3]([C:4]([C:5]([F:6])([F:7])[F:8])([CH3:9])[OH:10])[NH:13][NH2:14]. Starting materials: ClC1=CC=C(N)C=C1 (p-chloroaniline), [N+](=O)([O-])C1=CC=C(C=C1)I (p-nitroiodobenzene). Product: [N+](=O)([O-])C1=CC=C(C=C1)N(C1=CC=C(C=C1)Cl)C1=CC=C(C=C1)[N+](=O)[O-] (Bis(p-nitrophenyl)-p-chlorophenylamine). RXN SMILES: [Cl:1][C:2]1[CH:8]=[CH:7][C:5]([NH2:6])=[CH:4][CH:3]=1.[N+:9]([C:12]1[CH:17]=[CH:16][C:15](I)=[CH:14][CH:13]=1)([O-:11])=[O:10]>>[N+:9]([C:12]1[CH:17]=[CH:16][C:15]([N:6]([C:15]2[CH:16]=[CH:17][C:12]([N+:9]([O-:11])=[O:10])=[CH:13][CH:14]=2)[C:5]2[CH:7]=[CH:8][C:2]([Cl:1])=[CH:3][CH:4]=2)=[CH:14][CH:13]=1)([O-:11])=[O:10]. Reported procedure: Bis(p-nitrophenyl)-p-chlorophenylamine (3.70 grams, 0.010 mol) obtained by the Ullmann condensation of p-chloroaniline and p-nitroiodobenzene was mixed with 125 ml of N,N-dimethylformamide and 2,50 grams (0.045 mol) of iron powder, and dilute hydrochloric acid prepared using 1.5 ml of concentrated hydrochloric acid and 4 ml of water was added to the mixture which was then reacted for 1 hour at 100° C. The mixture was then neutralized by the addition of a saturated aqueous solution of sodium carb... The reactants are ClCC1=CC2=C(N=C(S2)SC)C=C1 (6-(chloromethyl)-2-(methylthio)benzo[d]thiazole), N1C=NC(=C1)C(=O)OC (methyl 4-imidazole carboxylate), C(=O)([O-])[O-].[K+].[K+] (K2CO3). The solvent is CN(C)C=O (DMF). Run at time 3 hour. Yields the product CSC=1SC2=C(N1)C=CC(=C2)CN2C=NC(=C2)C(=O)OC (methyl 1-((2-(methylthio)benzo[d]thiazol-6-yl)methyl)-1H-imidazole-4-carboxylate). Isolated yield 18.5%. As a reaction SMILES: Cl[CH2:2][C:3]1[CH:13]=[CH:12][C:6]2[N:7]=[C:8]([S:10][CH3:11])[S:9][C:5]=2[CH:4]=1.[NH:14]1[CH:18]=[C:17]([C:19]([O:21][CH3:22])=[O:20])[N:16]=[CH:15]1.C([O-])([O-])=O.[K+].[K+]>CN(C=O)C>[CH3:11][S:10][C:8]1[S:9][C:5]2[CH:4]=[C:3]([CH2:2][N:14]3[CH:18]=[C:17]([C:19]([O:21][CH3:22])=[O:20])[N:16]=[CH:15]3)[CH:13]=[CH:12][C:6]=2[N:7]=1 |f:2.3.4|. Procedure: To a stirred mixture of 6-(chloromethyl)-2-(methylthio)benzo[d]thiazole (500 mg, 2.2 mmol) from Example 36 and methyl 4-imidazole carboxylate (400 mg, 3.3 mmol) in DMF (15 mL) was added K2CO3 (0.9 g, 6.5 mmol). After the mixture was stirred for 3 h at rt, it was partitioned between EtOAc (100 mL) and water (50 mL). The EtOAc layer was separated and washed with water (50 mL) and brine (50 mL), then dried over Na2SO4, filtered, and concentrated under reduced pressure. The residue was purified by s... Reactants: ClC1=CC2=C(C=3C(CN=C2C2=C(C=CC=C2)F)=CNC3)C=C1 (8-chloro-6-(2-fluorophenyl)-2H,4H-pyrrolo[3,4-d][2]benzazepine), CC(C)([O-])C.[K+] (potassium t-butoxide), BrCC(=O)OC (methyl bromoacetate). The solvent is O (water), CN(C=O)C (dimethylformamide). Conditions: time 15 minute. The product is COC(CN1C=C2CN=C(C3=C(C2=C1)C=CC(=C3)Cl)C3=C(C=CC=C3)F)=O (8-Chloro-6-(2-fluorophenyl)-2H,4H-pyrrolo[3,4-d][2]benzazepine-2-acetic acid methyl ester). As a reaction SMILES: [Cl:1][C:2]1[CH:22]=[CH:21][C:5]2[C:6]3[C:7](=[CH:18][NH:19][CH:20]=3)[CH2:8][N:9]=[C:10]([C:11]3[CH:16]=[CH:15][CH:14]=[CH:13][C:12]=3[F:17])[C:4]=2[CH:3]=1.CC(C)([O-])C.[K+].Br[CH2:30][C:31]([O:33][CH3:34])=[O:32]>CN(C)C=O.O>[CH3:34][O:33][C:31](=[O:32])[CH2:30][N:19]1[CH:20]=[C:6]2[C:7]([CH2:8][N:9]=[C:10]([C:11]3[CH:16]=[CH:15][CH:14]=[CH:13][C:12]=3[F:17])[C:4]3[CH:3]=[C:2]([Cl:1])[CH:22]=[CH:21][C:5]=32)=[CH:18]1 |f:1.2|. Reported procedure: In one portion 2.0 g (6.4 mmol) of 8-chloro-6-(2-fluorophenyl)-2H,4H-pyrrolo[3,4-d][2]benzazepine was added to a solution of 0.9 g (8 mmol) of potassium t-butoxide in 30 ml of dimethylformamide which was cooled to 0°. After stirring for 15 min, 0.7 ml (7.5 mmol) of methyl bromoacetate was added. The mixture was stirred for 5 min, diluted with water and extracted with ether. The ether solution was washed with water, dried over anhydrous sodium sulfate and concentrated at reduced pressure to dryne... Starting materials: CO, CCOC(C)=O, [H][H], O=c1ccc2c([N+](=O)[O-])cccc2[nH]1. The product is Nc1cccc2[nH]c(=O)ccc12. As a reaction SMILES: [CH3:15][OH:16].[CH3:19][CH2:20][O:21][C:22](=[O:23])[CH3:24].[H:17][H:18].[N+:1]([O-:2])(=[O:3])[c:4]1[c:5]2[cH:6][cH:7][c:8](=[O:14])[nH:9][c:10]2[cH:11][cH:12][cH:13]1>>[NH2:1][c:4]1[c:5]2[cH:6][cH:7][c:8](=[O:14])[nH:9][c:10]2[cH:11][cH:12][cH:13]1. Reactants: C(C)(C)(C)OC(=O)C(CC)N1CC(CC1=O)C=O (1-[1-(tertbutoxycarbonyl)propyl]-5-oxo-3-pyrrolidinecarboxaldehyde), OCC1CC(N(C1)[C@H](C(=O)OC(C)(C)C)CC)=O (tert-butyl (2S)-2-[4-(hydroxymethyl)-2-oxo-1-pyrrolidinyl]butanoate), CrO3, C(C)(C)(C)OC(=O)[C@H](CC)N1CC(CC1=O)C(=O)OC (methyl 1-[(1S)-1-(tertbutoxycarbonyl)propyl]-5-oxo-3-pyrrolidinecarboxylate), Alcohol, OCC1CC(N(C1)[C@H](C(=O)OC(C)(C)C)CC)=O (tert-butyl (2S)-2-[4-(hydroxymethyl)-2-oxo-1-pyrrolidinyl]butanoate). Run in C(Cl)Cl (CH2Cl2), N1=CC=CC=C1 (pyridine), C(Cl)Cl (CH2Cl2). The product is C(C)(C)(C)OC(=O)[C@H](CC)N1CC(CC1=O)C=O (1-[(1S)-1-(tertbutoxycarbonyl)propyl]-5-oxo-3-pyrrolidinecarboxaldehyde). Isolated yield 41.0%. As a reaction SMILES: [C:1]([O:5][C:6]([C@@H:8]([N:11]1[C:15](=[O:16])[CH2:14][CH:13]([C:17](OC)=[O:18])[CH2:12]1)[CH2:9][CH3:10])=[O:7])([CH3:4])([CH3:3])[CH3:2].OCC1CN([C@@H](CC)C(OC(C)(C)C)=O)C(=O)C1.C(OC(C(N1C(=O)CC(C=O)C1)CC)=O)(C)(C)C>C(Cl)Cl.N1C=CC=CC=1>[C:1]([O:5][C:6]([C@@H:8]([N:11]1[C:15](=[O:16])[CH2:14][CH:13]([CH:17]=[O:18])[CH2:12]1)[CH2:9][CH3:10])=[O:7])([CH3:4])([CH3:2])[CH3:3]. Reported procedure: Reduction of the Ester 397 to the Alcohol 398 It is done using the method described in §7.0.2.a using 397 either as a single enantiomer, a mixture of two diastereoisomers or a 1/1/1/1 mixture of 4 stereoisomers. For a 1/1 diastereoisomeric mixture of tert-butyl (2S)-2-[4-(hydroxymethyl)-2-oxo-1-pyrrolidinyl]butanoate 398: GC/MS: 257 M+ Oxydation to the Aldehyde 396 In a three necked flask, under argon, a solution of tert-butyl (2S)-2-[4-(hydroxymethyl)-2-oxo-1-pyrrolidinyl]butanoate 398 (4.0 g, ...